This data is from the Open Reaction Database (ORD), a public repository of structured organic reaction records. The task is: describe an organic reaction: reactants, conditions, products, and yield Reactants: C(C)(=O)NC1=CC=C(C=C1)NC1=C(C=C(C(=O)O)C=C1S(N)(=O)=O)N (4-(4-acetamidophenylamino)-3-amino-5-sulfamoylbenzoic acid), BrCC=CC (1-bromo-2-butene), [OH-].[Na+] (sodium hydroxide), [OH-].[Na+] (sodium hydroxide). Run in O (water). The product is C(C)(=O)NC1=CC=C(C=C1)NC1=C(C=C(C(=O)O)C=C1S(N)(=O)=O)NCC=CC (4-(4-acetamidophenylamino)-3-but-2-enylamino-5-sulfamoylbenzoic acid). As a reaction SMILES: [C:1]([NH:4][C:5]1[CH:10]=[CH:9][C:8]([NH:11][C:12]2[C:20]([S:21](=[O:24])(=[O:23])[NH2:22])=[CH:19][C:15]([C:16]([OH:18])=[O:17])=[CH:14][C:13]=2[NH2:25])=[CH:7][CH:6]=1)(=[O:3])[CH3:2].Br[CH2:27][CH:28]=[CH:29][CH3:30].[OH-].[Na+]>O>[C:1]([NH:4][C:5]1[CH:10]=[CH:9][C:8]([NH:11][C:12]2[C:20]([S:21](=[O:23])(=[O:24])[NH2:22])=[CH:19][C:15]([C:16]([OH:18])=[O:17])=[CH:14][C:13]=2[NH:25][CH2:27][CH:28]=[CH:29][CH3:30])=[CH:7][CH:6]=1)(=[O:3])[CH3:2] |f:2.3|. Reported procedure: The starting material is prepared as follows: To the stirred mixture of 5.5 g of 4-(4-acetamidophenylamino)-3-amino-5-sulfamoylbenzoic acid, 2.0 g of 1-bromo-2-butene, 30 ml of water and 10 ml of N aqueous sodium hydroxide, 4N aqueous sodium hydroxide is added dropwise in order to keep the pH of the mixture at 7.4 for 17 hours. It is filtered, the filtrate acidified with glacial acetic acid to pH = 4 and the precipitate formed filtered off. It is recrystallized from aqueous ethanol, to yield the... Reported procedure: 0.29 g (0.00086 mol) of 1-(3,5-dimethoxyphenylsulphonyl)-3-methyl-4-nitrobenzene was suspended in a mixture of 10 ml of methanol and 10 ml of water, treated with 0.30 g of iron powder and 0.30 g of NH4Cl and heated at reflux for 1.5 hrs. After cooling the mixture was diluted with 50 ml of methanol, treated in an ultrasound bath for a short time and suction filtered. The filter material was washed with a large amount of methanol and the filtrate was concentrated. The residue was suspended in wate... Yield: 93.1%. Reactants: COC=1C=C(C=C(C1)OC)S(=O)(=O)C1=CC(=C(C=C1)[N+](=O)[O-])C (1-(3,5-dimethoxyphenylsulphonyl)-3-methyl-4-nitrobenzene), [NH4+].[Cl-] (NH4Cl). Product: COC=1C=C(C=C(C1)OC)S(=O)(=O)C1=CC(=C(C=C1)N)C (4-(3,5-dimethoxybenzenesulphonyl)-2-methyl-phenylamine). RXN SMILES: [CH3:1][O:2][C:3]1[CH:4]=[C:5]([S:11]([C:14]2[CH:19]=[CH:18][C:17]([N+:20]([O-])=O)=[C:16]([CH3:23])[CH:15]=2)(=[O:13])=[O:12])[CH:6]=[C:7]([O:9][CH3:10])[CH:8]=1.[NH4+].[Cl-]>CO.O.[Fe]>[CH3:1][O:2][C:3]1[CH:4]=[C:5]([S:11]([C:14]2[CH:19]=[CH:18][C:17]([NH2:20])=[C:16]([CH3:23])[CH:15]=2)(=[O:12])=[O:13])[CH:6]=[C:7]([O:9][CH3:10])[CH:8]=1 |f:1.2|. The reagents and catalysts are [Fe] (iron). Solvent: CO (methanol), CO (methanol), O (water). Reactants: C1COCCO1, CNc1ncc(B2OC(C)(C)C(C)(C)O2)cn1, Clc1nc(N2CCOCC2)c2ncn(CC3CCOC3)c2n1, [Na+], [Na+], O=C([O-])[O-], O. The product is CNc1ncc(-c2nc(N3CCOCC3)c3ncn(CC4CCOC4)c3n2)cn1. As a reaction SMILES: [CH2:1]1[O:2][CH2:3][CH2:4][O:5][CH2:6]1.[CH3:13][NH:14][c:15]1[n:16][cH:17][c:18]([B:21]2[O:22][C:23]([CH3:24])([CH3:25])[C:26]([CH3:27])([CH3:28])[O:29]2)[cH:19][n:20]1.[Cl:30][c:31]1[n:32][c:33]([N:46]2[CH2:47][CH2:48][O:49][CH2:50][CH2:51]2)[c:34]2[n:35][cH:36][n:37]([CH2:40][CH:41]3[CH2:42][O:43][CH2:44][CH2:45]3)[c:38]2[n:39]1.[Na+:7].[Na+:8].[O-:9][C:10](=[O:11])[O-:12].[OH2:52]>>[CH3:13][NH:14][c:15]1[n:16][cH:17][c:18](-[c:31]2[n:32][c:33]([N:46]3[CH2:47][CH2:48][O:49][CH2:50][CH2:51]3)[c:34]3[n:35][cH:36][n:37]([CH2:40][CH:41]4[CH2:42][O:43][CH2:44][CH2:45]4)[c:38]3[n:39]2)[cH:19][n:20]1. Starting materials: N(=O)[O-].[Na+] (sodium nitrite), NC(=O)N (urea), FC1=CC=C(N)C=C1 (4-Fluoroaniline), S(O)(O)(=O)=O (sulphuric acid). Run in O (water), O (water). Run at time 0.25 hour. Yields the product S(=O)(=O)(O)[O-].FC1=CC=C(C=C1)[N+]#N (4-Fluorobenzenediazonium hydrogensulphate). RXN SMILES: [F:1][C:2]1[CH:8]=[CH:7][C:5]([NH2:6])=[CH:4][CH:3]=1.[S:9](=[O:13])(=[O:12])([OH:11])[OH:10].[N:14]([O-])=O.[Na+].NC(N)=O>O>[S:9]([O-:13])([OH:12])(=[O:11])=[O:10].[F:1][C:2]1[CH:8]=[CH:7][C:5]([N+:6]#[N:14])=[CH:4][CH:3]=1 |f:2.3,6.7|. Procedure: 4-Fluoroaniline (11.2 g; 0.1 mol) was added dropwise into a solution of sulphuric acid (25 g) in water (60 ml) over 10 min. A smooth paste was formed. The mixture was cooled to <5° and a solution of sodium nitrite (7.8 g; 0.11 mol) in water (25 ml) was added dropwise over 0.5 hours while maintaining the temperature at <5° with external cooling. A clear red solution was obtained. The solution was stirred for 0.25 hours to complete the reaction and urea (1.0 g) was added to destroy the excess nitr... Reactants: O=C([O-])[O-], COC(=O)c1cc(Br)cc([N+](=O)[O-])c1N, COCCOC, [Na+], [Na+], OB(O)c1ccncc1. The product is COC(=O)c1cc(-c2ccncc2)cc([N+](=O)[O-])c1N. As a reaction SMILES: [C:31](=[O:32])([O-:33])[O-:34].[CH3:1][O:2][C:3]([c:4]1[c:5]([NH2:14])[c:6]([N+:11](=[O:12])[O-:13])[cH:7][c:8]([Br:10])[cH:9]1)=[O:15].[CH3:25][O:26][CH2:27][CH2:28][O:29][CH3:30].[Na+:35].[Na+:36].[n:16]1[cH:17][cH:18][c:19]([B:22]([OH:23])[OH:24])[cH:20][cH:21]1>>[CH3:1][O:2][C:3]([c:4]1[c:5]([NH2:14])[c:6]([N+:11](=[O:12])[O-:13])[cH:7][c:8](-[c:19]2[cH:18][cH:17][n:16][cH:21][cH:20]2)[cH:9]1)=[O:15]. Starting materials: ClC=1C(=CC(=C(C1)NC(=O)C1(CC1)C(=O)NC1=CC=C(C=C1)F)F)OC1=CC(=NC=C1)Cl (N-(5-cloro-4-(2-chloropyridin-4-yloxy)-2-fluorophenyl)-N′-(4-fluorophenyl)cyclopropane-1,1-dicarboxamide), C(C)(=O)N (acetamide), C([O-])([O-])=O.[Cs+].[Cs+] (cesium carbonate), CC1(C2=C(C(=CC=C2)P(C3=CC=CC=C3)C4=CC=CC=C4)OC5=C(C=CC=C51)P(C6=CC=CC=C6)C7=CC=CC=C7)C (xantphos). The reagents and catalysts are C(C)(=O)[O-].[Pd+2].C(C)(=O)[O-] (palladium acetate). Run in O1CCOCC1 (dioxane), CO (methanol). Conditions: temperature 100 celsius. The product is C(C)(=O)NC1=NC=CC(=C1)OC1=CC(=C(C=C1Cl)NC(=O)C1(CC1)C(=O)NC1=CC=C(C=C1)F)F (N-(4-(2-acetamidopyridin-4-yloxy)-5-chloro-2-fluorophenyl)-N′-(4-fluorophenyl)cyclopropane-1,1-dicarboxamide). Yield: 47.8%. As a reaction SMILES: [Cl:1][C:2]1[C:3]([O:25][C:26]2[CH:31]=[CH:30][N:29]=[C:28](Cl)[CH:27]=2)=[CH:4][C:5]([F:24])=[C:6]([NH:8][C:9]([C:11]2([C:14]([NH:16][C:17]3[CH:22]=[CH:21][C:20]([F:23])=[CH:19][CH:18]=3)=[O:15])[CH2:13][CH2:12]2)=[O:10])[CH:7]=1.[C:33]([NH2:36])(=[O:35])[CH3:34].C(=O)([O-])[O-].[Cs+].[Cs+].CC1(C)C2C(=C(P(C3C=CC=CC=3)C3C=CC=CC=3)C=CC=2)OC2C(P(C3C=CC=CC=3)C3C=CC=CC=3)=CC=CC1=2>O1CCOCC1.C([O-])(=O)C.[Pd+2].C([O-])(=O)C.CO>[C:33]([NH:36][C:28]1[CH:27]=[C:26]([O:25][C:3]2[C:2]([Cl:1])=[CH:7][C:6]([NH:8][C:9]([C:11]3([C:14]([NH:16][C:17]4[CH:18]=[CH:19][C:20]([F:23])=[CH:21][CH:22]=4)=[O:15])[CH2:12][CH2:13]3)=[O:10])=[C:5]([F:24])[CH:4]=2)[CH:31]=[CH:30][N:29]=1)(=[O:35])[CH3:34] |f:2.3.4,7.8.9|. Reported procedure: N-(5-cloro-4-(2-chloropyridin-4-yloxy)-2-fluorophenyl)-N′-(4-fluorophenyl)cyclopropane-1,1-dicarboxamide (0.200 g, 0.418 mmol), acetamide (0.124 g, 2.091 mmol), cesium carbonate (0.136 g, 0.418 mmol), and xantphos (0.017 g, 0.029 mmol) were dissolved in dry dioxane (3 mL) in a 25 mL round bottom flask. Argon was bubbled through the reaction mixture for 5 minutes, and then palladium acetate (4.69 mg, 0.021 mmol) was added. The mixture was again degassed for five minutes, and then the reaction fla...